From a dataset of the Open Reaction Database (ORD), a public repository of structured organic reaction records. describe an organic reaction: reactants, conditions, products, and yield Reactants: CS(=O)(=O)C1=CC=C(C=C1)B(O)O (4-methylsulfonylphenylboronic acid), BrC1=CC=C(C=C1)C=1OC=C(N1)CN1C(CCC1)C ((+/−)-2-(4-Bromo-phenyl)-4-(2-methyl-pyrrolidin-1-ylmethyl)-oxazole), Cl (hydrochloride). Yields the product CS(=O)(=O)C1=CC=C(C=C1)C1=CC=C(C=C1)C=1OC=C(N1)CN1C(CCC1)C ((+/−)-2-(4′-Methanesulfonyl-biphenyl-4-yl)-4-(2-methyl-pyrrolidin-1-ylmethyl)-oxazole). RXN SMILES: [CH3:1][S:2]([C:5]1[CH:10]=[CH:9][C:8](B(O)O)=[CH:7][CH:6]=1)(=[O:4])=[O:3].Br[C:15]1[CH:20]=[CH:19][C:18]([C:21]2[O:22][CH:23]=[C:24]([CH2:26][N:27]3[CH2:31][CH2:30][CH2:29][CH:28]3[CH3:32])[N:25]=2)=[CH:17][CH:16]=1.Cl>>[CH3:1][S:2]([C:5]1[CH:10]=[CH:9][C:8]([C:15]2[CH:20]=[CH:19][C:18]([C:21]3[O:22][CH:23]=[C:24]([CH2:26][N:27]4[CH2:31][CH2:30][CH2:29][CH:28]4[CH3:32])[N:25]=3)=[CH:17][CH:16]=2)=[CH:7][CH:6]=1)(=[O:4])=[O:3]. Procedure: The titled compound is prepared substantially in accordance with the procedure of Example 4 using 4-methylsulfonylphenylboronic acid and (+/−)-2-(4-Bromo-phenyl)-4-(2-methyl-pyrrolidin-1-ylmethyl)-oxazole; hydrochloride (See Example 5). MS (m/e) 397.1 (M+1) The reactants are C1CCNC1, Cc1ccccc1, CCC#CCOc1ncnc(F)c1F. Yields the product CCC#CCOc1ncnc(N2CCCC2)c1F. As a reaction SMILES: [CH2:15]1[CH2:16][CH2:17][NH:18][CH2:19]1.[CH3:20][c:21]1[cH:22][cH:23][cH:24][cH:25][cH:26]1.[F:1][c:2]1[n:3][cH:4][n:5][c:6]([O:9][CH2:10][C:11]#[C:12][CH2:13][CH3:14])[c:7]1[F:8]>>[c:2]1([N:18]2[CH2:17][CH2:16][CH2:15][CH2:19]2)[n:3][cH:4][n:5][c:6]([O:9][CH2:10][C:11]#[C:12][CH2:13][CH3:14])[c:7]1[F:8]. Reported procedure: A mixture of 7-(2-fluorophenyl)-2,4-dimethyl-5,6,7,8-tetrahydroquinolin-5-one (0.12 g), aminoguanidine hydrochloride (0.052 g), concentrated hydrochloric acid (0.067 ml), water (0.067 ml) and ethanol (10 ml) was refluxed for 7 hours. Under reduced pressure, the solvent was evaporated, and the residue was dissolved in water. The solution was washed with ethyl acetate. Under reduced pressure, the solvent was evaporated, and the residue was recrystallized from ethanol to give 7-(2-fluorophenyl)-5-g... Reaction SMILES: [F:1][C:2]1[CH:7]=[CH:6][CH:5]=[CH:4][C:3]=1[CH:8]1[CH2:17][C:16]2[N:15]=[C:14]([CH3:18])[CH:13]=[C:12]([CH3:19])[C:11]=2[C:10](=O)[CH2:9]1.[C:21]([NH:24][NH2:25])([NH2:23])=[NH:22].[ClH:26].Cl.O>C(O)C>[ClH:26].[F:1][C:2]1[CH:7]=[CH:6][CH:5]=[CH:4][C:3]=1[CH:8]1[CH2:17][C:16]2[N:15]=[C:14]([CH3:18])[CH:13]=[C:12]([CH3:19])[C:11]=2[C:10](=[N:25][NH:24][C:21]([NH2:23])=[NH:22])[CH2:9]1 |f:1.2,6.7|. Yields the product Cl.FC1=C(C=CC=C1)C1CC(C=2C(=CC(=NC2C1)C)C)=NNC(=N)N (7-(2-fluorophenyl)-5-guanidinoimino-2,4-dimethyl-5,6,7,8-tetrahydroquinoline hydrochloride). The solvent is C(C)O (ethanol). The yield is 74.4%. The reactants are FC1=C(C=CC=C1)C1CC(C=2C(=CC(=NC2C1)C)C)=O (7-(2-fluorophenyl)-2,4-dimethyl-5,6,7,8-tetrahydroquinolin-5-one), C(=N)(N)NN.Cl (aminoguanidine hydrochloride), Cl (hydrochloric acid), O (water). The reactants are N[C@@H]1CC[C@H](CC1)NC(=O)C1=CNC2=C1N=CN=C2C2=C(C=CC=C2)OCC2CC2 (trans-4-(2-cyclopropylmethoxy-phenyl)-5H-pyrrolo[3,2-d]pyrimidine-7-carboxylic acid (4-amino-cyclohexyl)-amide), ClC(=O)[C@H](C)OC(C)=O (acetic acid (S)-1-chlorocarbonyl-ethyl ester). Product: O[C@H](C(=O)N[C@@H]1CC[C@H](CC1)NC(=O)C1=CNC2=C1N=CN=C2C2=C(C=CC=C2)OCC2CC2)C (trans-4-(2-Cyclopropylmethoxy-phenyl)-5H-pyrrolo[3,2-d]pyrimidine-7-carboxylic acid [4-((S)-2-hydroxy-propionylamino)-cyclohexyl]-amide). As a reaction SMILES: [NH2:1][C@H:2]1[CH2:7][CH2:6][C@H:5]([NH:8][C:9]([C:11]2[C:15]3[N:16]=[CH:17][N:18]=[C:19]([C:20]4[CH:25]=[CH:24][CH:23]=[CH:22][C:21]=4[O:26][CH2:27][CH:28]4[CH2:30][CH2:29]4)[C:14]=3[NH:13][CH:12]=2)=[O:10])[CH2:4][CH2:3]1.Cl[C:32]([C@@H:34]([O:36]C(=O)C)[CH3:35])=[O:33]>>[OH:36][C@@H:34]([CH3:35])[C:32]([NH:1][C@H:2]1[CH2:7][CH2:6][C@H:5]([NH:8][C:9]([C:11]2[C:15]3[N:16]=[CH:17][N:18]=[C:19]([C:20]4[CH:25]=[CH:24][CH:23]=[CH:22][C:21]=4[O:26][CH2:27][CH:28]4[CH2:29][CH2:30]4)[C:14]=3[NH:13][CH:12]=2)=[O:10])[CH2:4][CH2:3]1)=[O:33]. Reported procedure: Starting from trans-4-(2-cyclopropylmethoxy-phenyl)-5H-pyrrolo[3,2-d]pyrimidine-7-carboxylic acid (4-amino-cyclohexyl)-amide (example A161) and acetic acid (S)-1-chlorocarbonyl-ethyl ester the title compound is obtained as colorless solid. Solvent: C1(=CC=CC=C1)OC1=CC=CC=C1 (diphenyether). Procedure: To a solution of 3-(4-chlorophenyl)-1H-1,2,4-triazol-5-amine (50 mg, 0.26 mmol) in diphenyether (2 ml) was added TsOH (2.2 mg, 0.01 mmol) and ethyl 3-(benzo[d][1,3]dioxol-5-yl)-3-oxopropanoate (81 mg, 0.34 mmol). After stirring 2 h at 170° C., the reaction was quenched by the addition of hexane (5 ml), the product was collected by filtration and washed with methanol (10 ml) and dried in an oven under reduced pressure to give 5-(benzo[d][1,3]dioxol-5-yl)-2-(4-chlorophenyl)-[1,2,4]triazolo[1,5-α]p... Isolated yield 24.2%. Reaction conditions: temperature 170 celsius, time 2 hour. Yields the product O1COC2=C1C=CC(=C2)C=2NC=1N(C(C2)=O)N=C(N1)C1=CC=C(C=C1)Cl (5-(benzo[d][1,3]dioxol-5-yl)-2-(4-chlorophenyl)-[1,2,4]triazolo[1,5-α]pyrimidin-7(4H)-one). The reactants are ClC1=CC=C(C=C1)C1=NNC(=N1)N (3-(4-chlorophenyl)-1H-1,2,4-triazol-5-amine), CC=1C=CC(=CC1)S(=O)(=O)O (TsOH), O1COC2=C1C=CC(=C2)C(CC(=O)OCC)=O (ethyl 3-(benzo[d][1,3]dioxol-5-yl)-3-oxopropanoate). As a reaction SMILES: [Cl:1][C:2]1[CH:7]=[CH:6][C:5]([C:8]2[N:12]=[C:11]([NH2:13])[NH:10][N:9]=2)=[CH:4][CH:3]=1.CC1C=CC(S(O)(=O)=O)=CC=1.[O:25]1[C:29]2[CH:30]=[CH:31][C:32]([C:34](=O)[CH2:35][C:36](OCC)=[O:37])=[CH:33][C:28]=2[O:27][CH2:26]1>C1(OC2C=CC=CC=2)C=CC=CC=1>[O:25]1[C:29]2[CH:30]=[CH:31][C:32]([C:34]3[NH:13][C:11]4[N:10]([N:9]=[C:8]([C:5]5[CH:4]=[CH:3][C:2]([Cl:1])=[CH:7][CH:6]=5)[N:12]=4)[C:36](=[O:37])[CH:35]=3)=[CH:33][C:28]=2[O:27][CH2:26]1. The reactants are COc1ccc(CO)cc1, O=S(=O)(Nc1ncc(Cl)nc1Cl)c1cccc(Cl)c1Cl. Yields the product COc1ccc(COc2nc(Cl)cnc2NS(=O)(=O)c2cccc(Cl)c2Cl)cc1. Reaction SMILES: [CH3:1][O:2][c:3]1[cH:4][cH:5][c:6]([CH2:7][OH:8])[cH:9][cH:10]1.[Cl:11][c:12]1[c:13]([S:19](=[O:20])(=[O:21])[NH:22][c:23]2[n:24][cH:25][c:26]([Cl:30])[n:27][c:28]2[Cl:29])[cH:14][cH:15][cH:16][c:17]1[Cl:18]>>[CH3:1][O:2][c:3]1[cH:4][cH:5][c:6]([CH2:7][O:8][c:28]2[c:23]([NH:22][S:19]([c:13]3[c:12]([Cl:11])[c:17]([Cl:18])[cH:16][cH:15][cH:14]3)(=[O:20])=[O:21])[n:24][cH:25][c:26]([Cl:30])[n:27]2)[cH:9][cH:10]1.